This data is from the Open Reaction Database (ORD), a public repository of structured organic reaction records. The task is: describe an organic reaction: reactants, conditions, products, and yield Starting materials: C1(=CC=CC=C1)OC(=O)Cl (Phenylchloroformate), NC1=NC=C(N=C1)C#N (2-Amino 5-cyano pyrazine), C(Cl)Cl (DCM), N1=CC=CC=C1 (pyridine), C(Cl)Cl (DCM). Run in C1CCOC1 (THF), O (water). Run at temperature 50 celsius, time 15 minute. Yields the product C1(=CC=CC=C1)OC(NC1=NC=C(N=C1)C#N)=O ((5-Cyano-pyrazin-2-yl)-carbamic acid phenyl ester). Yield: 58.0%. Reaction SMILES: [NH2:1][C:2]1[CH:7]=[N:6][C:5]([C:8]#[N:9])=[CH:4][N:3]=1.C(Cl)Cl.N1C=CC=CC=1.[C:19]1([O:25][C:26](Cl)=[O:27])[CH:24]=[CH:23][CH:22]=[CH:21][CH:20]=1>C1COCC1.O>[C:19]1([O:25][C:26](=[O:27])[NH:1][C:2]2[CH:7]=[N:6][C:5]([C:8]#[N:9])=[CH:4][N:3]=2)[CH:24]=[CH:23][CH:22]=[CH:21][CH:20]=1. Reported procedure: 2-Amino 5-cyano pyrazine (0.25 g, 2.08 mmol) was dissolved in THF and DCM (3:1, 40 mL) and pyridine (0.49 g, 6.2 mmol) was added. The mixture was stirred for 15 minutes. Phenylchloroformate (0.97 g, 6.2 mmol) was added and the reaction mixture was heated at 50° C. for 2 hours. The reaction mixture was cooled to RT and DCM (40 mL) and water (25 mL) were added. The separated organic layer was washed with water (2×25 mL), brine (25 mL), dried (Na2SO4) and the solvents evaporated under reduced press... Reactants: FC1=CC=C(C=C1)C(O)(C1CCNCC1)C1=CC=C(C=C1)F (α,α-bis(4-fluorophenyl)-4-piperidinemethanol), ClCCCC(=O)N(C)C (4-chloro-N,N-dimethylbutanamide), C([O-])([O-])=O.[Na+].[Na+] (sodium carbonate), [I-].[K+] (potassium iodide), C(C(=O)O)(=O)O (oxalic acid). The solvent is CN(C=O)C (N,N-dimethylformamide), O (water). Yields the product C(C(=O)O)(=O)O.FC1=CC=C(C=C1)C(C1CCN(CC1)CCCC(=O)N(C)C)(O)C1=CC=C(C=C1)F (4-[Bis(4-fluorophenyl)hydroxymethyl]-N,N-dimethyl-1-piperidinebutanamide ethanedioate). Isolated yield 16.0%. Reaction SMILES: [F:1][C:2]1[CH:7]=[CH:6][C:5]([C:8]([C:16]2[CH:21]=[CH:20][C:19]([F:22])=[CH:18][CH:17]=2)([CH:10]2[CH2:15][CH2:14][NH:13][CH2:12][CH2:11]2)[OH:9])=[CH:4][CH:3]=1.Cl[CH2:24][CH2:25][CH2:26][C:27]([N:29]([CH3:31])[CH3:30])=[O:28].C(=O)([O-])[O-].[Na+].[Na+].[I-].[K+].[C:40]([OH:45])(=[O:44])[C:41]([OH:43])=[O:42]>CN(C)C=O.O>[C:40]([OH:45])(=[O:44])[C:41]([OH:43])=[O:42].[F:1][C:2]1[CH:7]=[CH:6][C:5]([C:8]([C:16]2[CH:17]=[CH:18][C:19]([F:22])=[CH:20][CH:21]=2)([OH:9])[CH:10]2[CH2:11][CH2:12][N:13]([CH2:24][CH2:25][CH2:26][C:27]([N:29]([CH3:31])[CH3:30])=[O:28])[CH2:14][CH2:15]2)=[CH:4][CH:3]=1 |f:2.3.4,5.6,10.11|. Procedure details: A mixture of 6.1 g (0.020 mole) of α,α-bis(4-fluorophenyl)-4-piperidinemethanol, 3.7 g (0.025 mole) of 4-chloro-N,N-dimethylbutanamide, 8.5 g (0.080 mole) of anhydrous sodium carbonate and 0.3 g (0.002 mole) of potassium iodide in 100 mL of N,N-dimethylformamide was heated on a steam bath for 16 h. The mixture was poured into 1.5 L of water and extracted thrice with 500 mL portions of ethyl acetate. The ethyl acetate fractions were combined, washed with water and brine, dried (MgSO4), and concen...